This data is from the Open Reaction Database (ORD), a public repository of structured organic reaction records. The task is: describe an organic reaction: reactants, conditions, products, and yield Run in C1CCOC1 (THF), C1CCOC1 (THF). Yields the product C(C)(C)(C)OC(=O)N1CCC(CC1)COC1=CC=C(C=O)C=C1 (4-(N-t-Butyloxycarbonylpiperidin-4-ylmethoxy)benzaldehyde). Procedure: To N-t-butyloxycarbonylpiperidin-4-ylmethanol (7.87 g, 36.5 mmol), p-hydroxybenzaldehyde (4.46 g, 36.5 mmol) and PPh3 (9.59 g, 36.5 mmol) in THF (100 mL) at -20° C. was added DEAD (5.75 mL, 36.5 mmol) in THF (50 mL) according to Example 1, Part B, affording 8.14 g (70%); mp: 115.6°-116.8° C.; 1H NMR (300 MHz, CDCl3) δ 9.86 (s, 1H), 7.81 (d, J=8.8 Hz, 2H), 6.96 (d, J=8.8 Hz, 2H), 4.15 (bd, J=13.2 Hz 2H), 3.87 (d, J=6.6 Hz, 2H), 2.74 (dt, J=12.4, 1.8 Hz, 2H), 1.97 (m, 1H), 1.81 (bd, J=12.8 Hz, 2H)... Reaction SMILES: [C:1]([O:5][C:6]([N:8]1[CH2:13][CH2:12][CH:11]([CH2:14][OH:15])[CH2:10][CH2:9]1)=[O:7])([CH3:4])([CH3:3])[CH3:2].O[C:17]1[CH:24]=[CH:23][C:20]([CH:21]=[O:22])=[CH:19][CH:18]=1.C1C=CC(P(C2C=CC=CC=2)C2C=CC=CC=2)=CC=1.CCOC(/N=N/C(OCC)=O)=O>C1COCC1>[C:1]([O:5][C:6]([N:8]1[CH2:13][CH2:12][CH:11]([CH2:14][O:15][C:17]2[CH:24]=[CH:23][C:20]([CH:21]=[O:22])=[CH:19][CH:18]=2)[CH2:10][CH2:9]1)=[O:7])([CH3:4])([CH3:3])[CH3:2]. Reactants: C(C)(C)(C)OC(=O)N1CCC(CC1)CO (N-t-butyloxycarbonylpiperidin-4-ylmethanol), OC1=CC=C(C=O)C=C1 (p-hydroxybenzaldehyde), C1=CC=C(C=C1)P(C2=CC=CC=C2)C3=CC=CC=C3 (PPh3), CCOC(=O)/N=N/C(=O)OCC (DEAD).